From a dataset of the Open Reaction Database (ORD), a public repository of structured organic reaction records. describe an organic reaction: reactants, conditions, products, and yield Starting materials: C=Cc1c(F)cc2ncccc2c1F, [O-][I+3]([O-])([O-])[O-], [Na+], C1COCCO1, O, Cc1cccc(C)n1. The product is O=Cc1c(F)cc2ncccc2c1F. As a reaction SMILES: [F:1][c:2]1[c:3]2[cH:4][cH:5][cH:6][n:7][c:8]2[cH:9][c:10]([F:14])[c:11]1[CH:12]=[CH2:13].[I+3:23]([O-:24])([O-:25])([O-:26])[O-:27].[Na+:28].[O:29]1[CH2:30][CH2:31][O:32][CH2:33][CH2:34]1.[OH2:35].[n:15]1[c:16]([CH3:17])[cH:18][cH:19][cH:20][c:21]1[CH3:22]>>[F:1][c:2]1[c:3]2[cH:4][cH:5][cH:6][n:7][c:8]2[cH:9][c:10]([F:14])[c:11]1[CH:12]=[O:24].